The task is: describe an organic reaction: reactants, conditions, products, and yield. This data is from the Open Reaction Database (ORD), a public repository of structured organic reaction records. Reactants: O=C([O-])[O-], CCOC(C)=O, CS(C)=O, Clc1ncccn1, [K+], [K+], O, O=[N+]([O-])c1cccc(O)c1. Yields the product O=[N+]([O-])c1cccc(Oc2ncccn2)c1. RXN SMILES: [C:18](=[O:19])([O-:20])[O-:21].[CH3:24][CH2:25][O:26][C:27](=[O:28])[CH3:29].[CH3:30][S:31]([CH3:32])=[O:33].[Cl:11][c:12]1[n:13][cH:14][cH:15][cH:16][n:17]1.[K+:22].[K+:23].[OH2:34].[OH:1][c:2]1[cH:3][cH:4][cH:5][c:6]([N+:8]([O-:9])=[O:10])[cH:7]1>>[O:1]([c:2]1[cH:3][cH:4][cH:5][c:6]([N+:8]([O-:9])=[O:10])[cH:7]1)[c:12]1[n:13][cH:14][cH:15][cH:16][n:17]1. Reactants: C1CCOC1, [Li]CCCC, CCCCC(C)(C)C(=O)NCC1OC(C)(C)N(C(=O)OC(C)(C)C)C1CC(C=O)C(C)C, [Cl-], COCCCn1ncc2ccc(I)cc21, [NH4+]. Product: CCCCC(C)(C)C(=O)NCC1OC(C)(C)N(C(=O)OC(C)(C)C)C1CC(C(C)C)C(O)c1ccc2cnn(CCCOC)c2c1. As a reaction SMILES: [CH2:55]1[O:56][CH2:57][CH2:58][CH2:59]1.[CH3:16][CH2:17][CH2:18][CH2:19][Li:20].[CH3:21][C:22]([C:23](=[O:24])[NH:25][CH2:26][CH:27]1[CH:28]([CH2:41][CH:42]([CH:43]([CH3:44])[CH3:45])[CH:46]=[O:47])[N:29]([C:34](=[O:35])[O:36][C:37]([CH3:38])([CH3:39])[CH3:40])[C:30]([CH3:32])([CH3:33])[O:31]1)([CH2:48][CH2:49][CH2:50][CH3:51])[CH3:52].[Cl-:53].[I:1][c:2]1[cH:3][cH:4][c:5]2[cH:6][n:7][n:8]([CH2:11][CH2:12][CH2:13][O:14][CH3:15])[c:9]2[cH:10]1.[NH4+:54]>>[c:2]1([CH:46]([CH:42]([CH2:41][CH:28]2[CH:27]([CH2:26][NH:25][C:23]([C:22]([CH3:21])([CH2:48][CH2:49][CH2:50][CH3:51])[CH3:52])=[O:24])[O:31][C:30]([CH3:32])([CH3:33])[N:29]2[C:34](=[O:35])[O:36][C:37]([CH3:38])([CH3:39])[CH3:40])[CH:43]([CH3:44])[CH3:45])[OH:47])[cH:3][cH:4][c:5]2[cH:6][n:7][n:8]([CH2:11][CH2:12][CH2:13][O:14][CH3:15])[c:9]2[cH:10]1. The reactants are CC(C)(C)OC(=O)c1ccc(F)cc1, O=C([O-])[O-], CS(C)=O, CCOC(C)=O, [K+], [K+], O, c1cc(CN2CCNCC2)ccn1. The product is CC(C)(C)OC(=O)c1ccc(N2CCN(Cc3ccncc3)CC2)cc1. As a reaction SMILES: [C:14]([CH3:15])([CH3:16])([CH3:17])[O:18][C:19]([c:20]1[cH:21][cH:22][c:23]([F:26])[cH:24][cH:25]1)=[O:27].[C:28](=[O:29])([O-:30])[O-:31].[CH3:34][S:35]([CH3:36])=[O:37].[CH3:38][CH2:39][O:40][C:41]([CH3:42])=[O:43].[K+:32].[K+:33].[OH2:44].[n:1]1[cH:2][cH:3][c:4]([CH2:7][N:8]2[CH2:9][CH2:10][NH:11][CH2:12][CH2:13]2)[cH:5][cH:6]1>>[n:1]1[cH:2][cH:3][c:4]([CH2:7][N:8]2[CH2:9][CH2:10][N:11]([c:23]3[cH:22][cH:21][c:20]([C:19]([O:18][C:14]([CH3:15])([CH3:16])[CH3:17])=[O:27])[cH:25][cH:24]3)[CH2:12][CH2:13]2)[cH:5][cH:6]1. The reactants are O=C([O-])[O-], Cc1ccccc1, CCO, OB(O)c1cc(Cl)ccc1OCc1ccc(Cl)cc1F, Cc1ccc(CCl)nc1C#N, [K+], [K+], c1ccc(P(c2ccccc2)(c2ccccc2)[Pd](P(c2ccccc2)(c2ccccc2)c2ccccc2)(P(c2ccccc2)(c2ccccc2)c2ccccc2)P(c2ccccc2)(c2ccccc2)c2ccccc2)cc1. Yields the product Cc1ccc(Cc2cc(Cl)ccc2OCc2ccc(Cl)cc2F)nc1C#N. Reaction SMILES: [C:32](=[O:33])([O-:34])[O-:35].[CH3:38][c:39]1[cH:40][cH:41][cH:42][cH:43][cH:44]1.[CH3:45][CH2:46][OH:47].[Cl:12][c:13]1[cH:14][cH:15][c:16]([O:22][CH2:23][c:24]2[c:25]([F:31])[cH:26][c:27]([Cl:30])[cH:28][cH:29]2)[c:17]([B:19]([OH:20])[OH:21])[cH:18]1.[Cl:1][CH2:2][c:3]1[cH:4][cH:5][c:6]([CH3:11])[c:7]([C:9]#[N:10])[n:8]1.[K+:36].[K+:37].[cH:48]1[cH:49][cH:50][c:51]([P:52]([Pd:53]([P:54]([c:55]2[cH:56][cH:57][cH:58][cH:59][cH:60]2)([c:61]2[cH:62][cH:63][cH:64][cH:65][cH:66]2)[c:67]2[cH:68][cH:69][cH:70][cH:71][cH:72]2)([P:73]([c:74]2[cH:75][cH:76][cH:77][cH:78][cH:79]2)([c:80]2[cH:81][cH:82][cH:83][cH:84][cH:85]2)[c:86]2[cH:87][cH:88][cH:89][cH:90][cH:91]2)[P:92]([c:93]2[cH:94][cH:95][cH:96][cH:97][cH:98]2)([c:99]2[cH:100][cH:101][cH:102][cH:103][cH:104]2)[c:105]2[cH:106][cH:107][cH:108][cH:109][cH:110]2)([c:111]2[cH:112][cH:113][cH:114][cH:115][cH:116]2)[c:117]2[cH:118][cH:119][cH:120][cH:121][cH:122]2)[cH:123][cH:124]1>>[CH2:2]([c:3]1[cH:4][cH:5][c:6]([CH3:11])[c:7]([C:9]#[N:10])[n:8]1)[c:17]1[c:16]([O:22][CH2:23][c:24]2[c:25]([F:31])[cH:26][c:27]([Cl:30])[cH:28][cH:29]2)[cH:15][cH:14][c:13]([Cl:12])[cH:18]1.